Task: describe an organic reaction: reactants, conditions, products, and yield. Dataset: the Open Reaction Database (ORD), a public repository of structured organic reaction records Solvent: C(C)(C)(C)O (t-butanol). RXN SMILES: [H-].[Na+].[C:3]([O:13][C:14]([CH3:17])([CH3:16])[CH3:15])(=[O:12])[CH2:4][C:5]([O:7][C:8]([CH3:11])([CH3:10])[CH3:9])=[O:6].[I-].[Na+].[CH2:20]([O:22][CH2:23][CH2:24]Cl)[CH3:21]>C(O)(C)(C)C>[C:14]([O:13][C:3]([CH:4]([CH2:21][CH2:20][O:22][CH2:23][CH3:24])[C:5]([O:7][C:8]([CH3:9])([CH3:10])[CH3:11])=[O:6])=[O:12])([CH3:17])([CH3:16])[CH3:15] |f:0.1,3.4|. Reactants: resultant mixture, [I-].[Na+] (sodium iodide), C(C)OCCCl (2-ethoxyethyl chloride), [H-].[Na+] (sodium hydride), oil, C(CC(=O)OC(C)(C)C)(=O)OC(C)(C)C (di-t-butyl malonate). Product: C(C)(C)(C)OC(=O)C(C(=O)OC(C)(C)C)CCOCC (t-butyl 2-t-butoxycarbonyl-4-ethoxybutyrate). Procedure: A 55% dispersion of sodium hydride in mineral oil (5.46 g) was added by portions to a solution of di-t-butyl malonate (25.8 g) in t-butanol (100 ml) under argon. The reaction mixture was stirred at ambient temperature for 1 hour before sodium iodide (1.53 g) and 2-ethoxyethyl chloride (13.1 ml) were added. The resultant mixture was heated to reflux for 48 hours and then evaporated to dryness. The residue was partitioned between water and ether, the organic layer was separated, washed with brine,...